This data is from the Open Reaction Database (ORD), a public repository of structured organic reaction records. The task is: describe an organic reaction: reactants, conditions, products, and yield As a reaction SMILES: [CH3:35][C:36](=[O:37])[CH3:38].[CH3:39][CH2:40][O:41][C:42]([CH3:43])=[O:44].[Cl:15][CH2:16][CH2:17][N:18]1[CH2:19][CH2:20][CH2:21][CH2:22][CH2:23]1.[K+:24].[K+:25].[O-:26][C:27]([O-:28])=[O:29].[O:30]=[CH:31][N:32]([CH3:33])[CH3:34].[OH:1][c:2]1[cH:3][c:4]2[c:5]([cH:6][c:7]([C:9](=[O:10])[O:11][CH3:12])[o:8]2)[cH:13][cH:14]1>>[O:1]([c:2]1[cH:3][c:4]2[c:5]([cH:6][c:7]([C:9](=[O:10])[O:11][CH3:12])[o:8]2)[cH:13][cH:14]1)[CH2:16][CH2:17][N:18]1[CH2:19][CH2:20][CH2:21][CH2:22][CH2:23]1. Product: COC(=O)c1cc2ccc(OCCN3CCCCC3)cc2o1. Reactants: CC(C)=O, CCOC(C)=O, ClCCN1CCCCC1, [K+], [K+], O=C([O-])[O-], CN(C)C=O, COC(=O)c1cc2ccc(O)cc2o1. Reactants: CN(C)C=O, O=C1CCC(=O)N1I, Nc1ccc(Cl)cc1C(=O)O, O. The product is Nc1c(I)cc(Cl)cc1C(=O)O. As a reaction SMILES: [CH3:12][N:13]([CH3:14])[CH:15]=[O:16].[I:17][N:18]1[C:19](=[O:20])[CH2:21][CH2:22][C:23]1=[O:24].[NH2:1][c:2]1[c:3]([C:4](=[O:5])[OH:6])[cH:7][c:8]([Cl:11])[cH:9][cH:10]1.[OH2:25]>>[NH2:1][c:2]1[c:3]([C:4](=[O:5])[OH:6])[cH:7][c:8]([Cl:11])[cH:9][c:10]1[I:17]. Starting materials: C(C1=CC=CC=C1)OC(=O)N[C@H](CCCNC(=O)OC(C)(C)C)C(=O)NCCC[C@H](NC(=O)OC(C)(C)C)C(=O)NCCNC(=O)OC(C)(C)C (N5—[N2-[(Benzyloxy)carbonyl]-N5-(tert-butoxycarbonyl)-D-ornithyl]-N2-(tert-butoxycarbonyl)-N-{2-[(tert-butoxycarbonyl)amino]ethyl}-L-ornithinamide). Reagents/catalysts: [Pd] (Pd/C). Solvent: C(C)O (ethanol). Conditions: time 12 hour. The product is C(C)(C)(C)OC(=O)NCCC[C@@H](N)C(=O)NCCC[C@H](NC(=O)OC(C)(C)C)C(=O)NCCNC(=O)OC(C)(C)C (N5-[N5-(tert-Butoxycarbonyl)-D-ornithyl]-N2-(tert-butoxycarbonyl)-N-{2-[(tert-butoxycarbonyl)amino]ethyl}-L-ornithinamide). Reaction SMILES: C(OC([NH:11][C@@H:12]([C:24]([NH:26][CH2:27][CH2:28][CH2:29][C@@H:30]([C:39]([NH:41][CH2:42][CH2:43][NH:44][C:45]([O:47][C:48]([CH3:51])([CH3:50])[CH3:49])=[O:46])=[O:40])[NH:31][C:32]([O:34][C:35]([CH3:38])([CH3:37])[CH3:36])=[O:33])=[O:25])[CH2:13][CH2:14][CH2:15][NH:16][C:17]([O:19][C:20]([CH3:23])([CH3:22])[CH3:21])=[O:18])=O)C1C=CC=CC=1>C(O)C.[Pd]>[C:20]([O:19][C:17]([NH:16][CH2:15][CH2:14][CH2:13][C@H:12]([C:24]([NH:26][CH2:27][CH2:28][CH2:29][C@@H:30]([C:39]([NH:41][CH2:42][CH2:43][NH:44][C:45]([O:47][C:48]([CH3:51])([CH3:50])[CH3:49])=[O:46])=[O:40])[NH:31][C:32]([O:34][C:35]([CH3:38])([CH3:37])[CH3:36])=[O:33])=[O:25])[NH2:11])=[O:18])([CH3:21])([CH3:22])[CH3:23]. Reported procedure: 0.58 g (0.80 mmol) of the compound from Example 228A are dissolved in 27 ml of ethanol, and 0.06 g (0.06 mmol) of Pd/C are added. The mixture is hydrogenated under atmospheric pressure for 12 h and, after filtration through celite, the filtrate is concentrated in vacuo. The solid obtained in this way is reacted further without purification. Reactants: OCCCc1cc(Br)cs1, C1COCCO1, [K+], [K+], O=C([O-])[O-], CC1(C)OB(c2cc(C(N)=O)c3[nH]cc(C4CCS(=O)(=O)CC4)c3c2)OC1(C)C, O. Product: NC(=O)c1cc(-c2csc(CCCO)c2)cc2c(C3CCS(=O)(=O)CC3)c[nH]c12. Reaction SMILES: [Br:36][c:37]1[cH:38][c:39]([CH2:42][CH2:43][CH2:44][OH:45])[s:40][cH:41]1.[CH2:47]1[O:48][CH2:49][CH2:50][O:51][CH2:52]1.[K+:30].[K+:31].[O-:32][C:33]([O-:34])=[O:35].[O:1]=[S:2]1(=[O:29])[CH2:3][CH2:4][CH:5]([c:8]2[cH:9][nH:10][c:11]3[c:12]([C:26](=[O:27])[NH2:28])[cH:13][c:14]([B:17]4[O:18][C:19]([CH3:20])([CH3:21])[C:22]([CH3:23])([CH3:24])[O:25]4)[cH:15][c:16]23)[CH2:6][CH2:7]1.[OH2:46]>>[O:1]=[S:2]1(=[O:29])[CH2:3][CH2:4][CH:5]([c:8]2[cH:9][nH:10][c:11]3[c:12]([C:26](=[O:27])[NH2:28])[cH:13][c:14](-[c:37]4[cH:38][c:39]([CH2:42][CH2:43][CH2:44][OH:45])[s:40][cH:41]4)[cH:15][c:16]23)[CH2:6][CH2:7]1. The reactants are CCn1cc(C)cn1, ClCCCl, Cl, [Na+], [OH-]. Product: CCn1ncc(C)c1Cl. Reaction SMILES: [CH2:2]([CH3:3])[n:4]1[n:5][cH:6][c:7]([CH3:9])[cH:8]1.[Cl:12][CH2:13][CH2:14][Cl:15].[Cl:1].[Na+:11].[OH-:10]>>[CH2:2]([CH3:3])[n:4]1[n:5][cH:6][c:7]([CH3:9])[c:8]1[Cl:12]. The reactants are OC1COC(OC1)C1=CC(=CC=C1)Cl (5-hydroxy-2-(3-chlorophenyl)-1,3-dioxane), CC1=C(CCl)C=CC=C1 (2-methylbenzyl chloride). Product: CC1=C(COC2COC(OC2)C2=CC(=CC=C2)Cl)C=CC=C1 (5-(2-Methylbenzyloxy)-2-(3chlorophenyl)-1,3-dioxane). The yield is 39.2%. As a reaction SMILES: [OH:1][CH:2]1[CH2:7][O:6][CH:5]([C:8]2[CH:13]=[CH:12][CH:11]=[C:10]([Cl:14])[CH:9]=2)[O:4][CH2:3]1.[CH3:15][C:16]1[CH:23]=[CH:22][CH:21]=[CH:20][C:17]=1[CH2:18]Cl>>[CH3:15][C:16]1[CH:23]=[CH:22][CH:21]=[CH:20][C:17]=1[CH2:18][O:1][CH:2]1[CH2:7][O:6][CH:5]([C:8]2[CH:13]=[CH:12][CH:11]=[C:10]([Cl:14])[CH:9]=2)[O:4][CH2:3]1. Procedure details: Using the procedure of Example 9, 5-hydroxy-2-(3-chlorophenyl)-1,3-dioxane (21.5 g, 0.1 mole) was reacted with 2-methylbenzyl chloride (14.0 g, 0.1 mole) to give a heavy oil, which on distillation under 1 × 10-4 mm pressure gave 12.5 g of product which distilled at a pot temperature of 160°-170° C. Analysis by nmr indicated this product to contain 18% cis-5-(2-methylbenzyloxy)-2-(3-chlorophenyl)-1,3-dioxane. The reactants are C(CCCC)N (Pentylamine), NC1=NC(=C(C(=N1)Cl)CC1=C(C=C(C(=O)OC)C=C1)F)C (Methyl 4-((2-amino-4-chloro-6-methylpyrimidin-5-yl)methyl)-3-fluorobenzoate). Solvent: O1CCOCC1 (dioxane). Run at temperature 100 celsius, time 50 hour. Product: NC1=NC(=C(C(=N1)C)CC1=C(C=C(C(=O)OC)C=C1)F)NCCCCC (Methyl 4-((2-amino-4-methyl-6-(pentylamino)pyrimidin-5-yl)methyl)-3-fluorobenzoate). Reaction SMILES: [CH2:1]([NH2:6])[CH2:2][CH2:3][CH2:4][CH3:5].[NH2:7][C:8]1[N:13]=[C:12](Cl)[C:11]([CH2:15][C:16]2[CH:25]=[CH:24][C:19]([C:20]([O:22][CH3:23])=[O:21])=[CH:18][C:17]=2[F:26])=[C:10]([CH3:27])[N:9]=1>O1CCOCC1>[NH2:7][C:8]1[N:9]=[C:10]([CH3:27])[C:11]([CH2:15][C:16]2[CH:25]=[CH:24][C:19]([C:20]([O:22][CH3:23])=[O:21])=[CH:18][C:17]=2[F:26])=[C:12]([NH:6][CH2:1][CH2:2][CH2:3][CH2:4][CH3:5])[N:13]=1. Procedure: Pentylamine (5.82 mL) was added to a solution of the product from step (iii) (3.1 g) in dioxane (50 mL). The resulting mixture was stirred at 100° C. for 50 h. The mixture was allowed to cool and then the solvent was evaporated under reduced pressure. The crude product was purified by flash silica chromatography eluting with 2 to 5% MeOH in DCM. to give the subtitle compound as a yellow solid 1.52 g.